This data is from the Open Reaction Database (ORD), a public repository of structured organic reaction records. The task is: describe an organic reaction: reactants, conditions, products, and yield The reactants are ClC=1C=CC2=C(C1)C1(NCCN1)S2 (4-chlorobenzothietane-2-spiro-2'-imidazolidine), C(C(C)=C)Cl (methallyl chloride). Yields the product Cl.C(C(C)=C)SC1=C(C=C(C=C1)Cl)C=1NCCN1 (2-(2'-methallylthio-5'-chlorophenyl)-imidazoline hydrochloride). Solvent: CO (methanol). Reaction SMILES: [Cl:1][C:2]1[CH:3]=[CH:4][C:5]2[S:13][C:8]3([NH:12][CH2:11][CH2:10][NH:9]3)[C:6]=2[CH:7]=1.[CH2:14](Cl)[C:15](=[CH2:17])[CH3:16]>CO>[ClH:1].[CH2:16]([S:13][C:5]1[CH:4]=[CH:3][C:2]([Cl:1])=[CH:7][C:6]=1[C:8]1[NH:12][CH2:11][CH2:10][N:9]=1)[C:15](=[CH2:14])[CH3:17] |f:3.4|. Reported procedure: 32 Parts of 4-chlorobenzothietane-2-spiro-2'-imidazolidine is reacted in 400 parts of methanol with 13.6 parts of methallyl chloride as described in Example 11. The yield is 42 parts (92% of theory) and the melting point is 228° C. Starting materials: C(C)OC(CC1=CC(=CC=C1)NC(=O)C=1OC(=CC1)Br)=O ((3-[(5-Bromo-furan-2-carbonyl)-amino]-phenyl)-acetic acid ethyl ester), COC1=CC=C(C=C1)B(O)O (4-methoxyphenylboronic acid), C([O-])([O-])=O.[K+].[K+] (potassium carbonate). The reagents and catalysts are [Br-].C(CCC)[N+](CCCC)(CCCC)CCCC (tetra-n-butylammonium bromide), CC(=O)O.CC(=O)O.[Pd] (palladium II acetate). The solvent is O (water). Run at temperature 70 celsius. Yields the product C(C)OC(CC1=CC(=CC=C1)NC(=O)C=1OC(=CC1)C1=CC=C(C=C1)OC)=O ((3-[(5-(4-Methoxy-phenyl)-furan-2-carbonyl)-amino]-phenyl)-acetic acid ethyl ester). Yield: 92.8%. Reaction SMILES: [CH2:1]([O:3][C:4](=[O:21])[CH2:5][C:6]1[CH:11]=[CH:10][CH:9]=[C:8]([NH:12][C:13]([C:15]2[O:16][C:17](Br)=[CH:18][CH:19]=2)=[O:14])[CH:7]=1)[CH3:2].[CH3:22][O:23][C:24]1[CH:29]=[CH:28][C:27](B(O)O)=[CH:26][CH:25]=1.C(=O)([O-])[O-].[K+].[K+]>[Br-].C([N+](CCCC)(CCCC)CCCC)CCC.O.CC(O)=O.CC(O)=O.[Pd]>[CH2:1]([O:3][C:4](=[O:21])[CH2:5][C:6]1[CH:11]=[CH:10][CH:9]=[C:8]([NH:12][C:13]([C:15]2[O:16][C:17]([C:27]3[CH:28]=[CH:29][C:24]([O:23][CH3:22])=[CH:25][CH:26]=3)=[CH:18][CH:19]=2)=[O:14])[CH:7]=1)[CH3:2] |f:2.3.4,5.6,8.9.10|. Procedure: To a previously degassed mixture of (3-[(5-bromo-furan-2-carbonyl)-amino]-phenyl)-acetic acid ethyl ester (11) (0.4 g), 4-methoxyphenylboronic acid (0.19 g), potassium carbonate (0.39 g) and tetra-n-butylammonium bromide (0.37 g) in water (2 ml) was added palladium II acetate (circa 10 mg). The mixture was heated to 70° C. for an hour, cooled and partitioned between ethyl acetate and water. The organic layer was separated, washed with brine, dried over sodium sulphate and evaporated in vacuo. (3... Starting materials: 3k, C(C)O (ethanol), Cl (HCl), ClC=1C=C(C#N)C=CC1N=C=S (3-chloro-4-isothiocyanato-benzonitrile), C(#N)C1(CCC1)NC1=CC(=C(C(=O)NC)C=C1)F (4-(1-Cyano-cyclobutylamino)-2-fluoro-N-methyl-benzamide), CN(C)C=O (DMF). Run at temperature 110 celsius. Yields the product C(#N)C=1C=C(C=CC1C#N)N1C(N(C2(CCC2)C1=O)C1=CC(=C(C(=O)NC)C=C1)F)=S (4-[7-(3,4-Dicyano-phenyl)-8-oxo-6-thioxo-5,7-diaza-spiro[3.4]oct-5-yl]-2-fluoro-N-methyl-benzamide). The yield is 23.0%. As a reaction SMILES: Cl[C:2]1[CH:3]=[C:4]([CH:7]=[CH:8][C:9]=1[N:10]=[C:11]=[S:12])[C:5]#[N:6].[C:13]([C:15]1([NH:19][C:20]2[CH:29]=[CH:28][C:23]([C:24]([NH:26][CH3:27])=[O:25])=[C:22]([F:30])[CH:21]=2)[CH2:18][CH2:17][CH2:16]1)#N.C([OH:33])C.Cl.[CH3:35][N:36](C=O)C>>[C:35]([C:3]1[CH:2]=[C:9]([N:10]2[C:13](=[O:33])[C:15]3([CH2:16][CH2:17][CH2:18]3)[N:19]([C:20]3[CH:29]=[CH:28][C:23]([C:24]([NH:26][CH3:27])=[O:25])=[C:22]([F:30])[CH:21]=3)[C:11]2=[S:12])[CH:8]=[CH:7][C:4]=1[C:5]#[N:6])#[N:36]. Procedure: A mixture of 3k (370 mg, 2 mmol, prepared by a method similar to the synthesis of 3d) and 6a (494 mg, 2 mmol) in DMF (10 mL) was heated under microwave irradiation at 110° C. for 12 h. To this mixture was added ethanol (10 mL) and aqueous HCl solution (2N, 5 mL). The resulting mixture was heated at reflux for 1 h. The solution was poured into ice-cold water and extracted with ethyl acetate (3×30 mL). The organic layers were combined, dried over MgSO4, and concentrated in vacuo. The residue was p...